From a dataset of the Open Reaction Database (ORD), a public repository of structured organic reaction records. describe an organic reaction: reactants, conditions, products, and yield Reactants: C1(=CC=CC=C1)C(N1C=NC(=C1)CC(C(=O)OCC)C1=CC2=C(C=C1)OCO2)(C2=CC=CC=C2)C2=CC=CC=C2 (ethyl 3-[1-(triphenylmethyl)imidazol-4-yl]-2-(3,4-methylenedioxyphenyl)propionate), C(C)(=O)OCC (ethyl acetate), Cl (hydrochloric acid). The solvent is [OH-].[Na+] (sodium hydroxide), C(C)O (ethanol). Conditions: time 3 hour. Product: C1(=CC=CC=C1)C(N1C=NC(=C1)CC(C(=O)O)C1=CC2=C(C=C1)OCO2)(C2=CC=CC=C2)C2=CC=CC=C2 (3-[1-(triphenylmethyl)-imidazol-4-yl]-2-(3,4-methylenedioxyphenyl)propionic acid). Yield: 94.0%. As a reaction SMILES: [C:1]1([C:7]([C:35]2[CH:40]=[CH:39][CH:38]=[CH:37][CH:36]=2)([C:29]2[CH:34]=[CH:33][CH:32]=[CH:31][CH:30]=2)[N:8]2[CH:12]=[C:11]([CH2:13][CH:14]([C:20]3[CH:25]=[CH:24][C:23]4[O:26][CH2:27][O:28][C:22]=4[CH:21]=3)[C:15]([O:17]CC)=[O:16])[N:10]=[CH:9]2)[CH:6]=[CH:5][CH:4]=[CH:3][CH:2]=1.Cl.C(OCC)(=O)C>[OH-].[Na+].C(O)C>[C:35]1([C:7]([C:1]2[CH:6]=[CH:5][CH:4]=[CH:3][CH:2]=2)([C:29]2[CH:30]=[CH:31][CH:32]=[CH:33][CH:34]=2)[N:8]2[CH:12]=[C:11]([CH2:13][CH:14]([C:20]3[CH:25]=[CH:24][C:23]4[O:26][CH2:27][O:28][C:22]=4[CH:21]=3)[C:15]([OH:17])=[O:16])[N:10]=[CH:9]2)[CH:36]=[CH:37][CH:38]=[CH:39][CH:40]=1 |f:3.4|. Reported procedure: The mixture of ethyl 3-[1-(triphenylmethyl)imidazol-4-yl]-2-(3,4-methylenedioxyphenyl)propionate (730 mg) in 1N sodium hydroxide aqueous solution (4.1 ml) and ethanol (10 ml) was stirred at ambient temperature for 3 hours. The resulting solution was neutralized with 1N hydrochloric acid (4 ml) followed by dilution with ethyl acetate, and then the organic layer was washed with brine. Drying, filtering and removal of the solvents afforded 3-[1-(triphenylmethyl)-imidazol-4-yl]-2-(3,4-methylenedioxy...